This data is from the Open Reaction Database (ORD), a public repository of structured organic reaction records. The task is: describe an organic reaction: reactants, conditions, products, and yield Reactants: S(=O)(=O)(Cl)Cl (Sulfuryl chloride), CC(C(CC(=O)NC1=C(C=C(C=C1)Cl)Cl)=O)(C)C (N-[4,4-dimethyl-3-oxopentanoyl]-2,4-dichloroaniline), C(C)O (ethanol), ice. The solvent is ClCCl (dichloromethane). Reaction conditions: temperature 0 celsius, time 8 hour. The product is ClC(C(=O)NC1=C(C=C(C=C1)Cl)Cl)C(C(C)(C)C)=O (N-[2-chloro-4,4,-dimethyl-3-oxopentanoyl]-2,4-dichloroaniline). The yield is 85.4%. As a reaction SMILES: S(Cl)([Cl:4])(=O)=O.[CH3:6][C:7]([CH3:23])([CH3:22])[C:8](=[O:21])[CH2:9][C:10]([NH:12][C:13]1[CH:18]=[CH:17][C:16]([Cl:19])=[CH:15][C:14]=1[Cl:20])=[O:11].C(O)C>ClCCl>[Cl:4][CH:9]([C:8](=[O:21])[C:7]([CH3:23])([CH3:22])[CH3:6])[C:10]([NH:12][C:13]1[CH:18]=[CH:17][C:16]([Cl:19])=[CH:15][C:14]=1[Cl:20])=[O:11]. Reported procedure: Sulfuryl chloride (54.1 g, 0.4 mol) was added dropwise with vigorous stirring over a 60 minute period to a solution of N-[4,4-dimethyl-3-oxopentanoyl]-2,4-dichloroaniline, prepared as above (109 g, 0.378 mol) in dichloromethane (600 mL) at -10° C. The reaction mixture was maintained at this temperature for 3 hours after the addition had been completed. After this time, the mixture was allowed to warm to 0° C. and ice (approximately 50 mL) was added, with stirring. The organic layer was separated...